This data is from the Open Reaction Database (ORD), a public repository of structured organic reaction records. The task is: describe an organic reaction: reactants, conditions, products, and yield Reactants: CCO, [Cl-], Nc1ccc(-c2c(F)cccc2C(F)(F)F)cc1[N+](=O)[O-], [Fe], [NH4+], O. Yields the product Nc1ccc(-c2c(F)cccc2C(F)(F)F)cc1N. As a reaction SMILES: [CH3:22][CH2:23][OH:24].[Cl-:25].[F:1][c:2]1[c:3](-[c:12]2[cH:13][c:14]([N+:19]([O-:20])=[O:21])[c:15]([NH2:18])[cH:16][cH:17]2)[c:4]([C:8]([F:9])([F:10])[F:11])[cH:5][cH:6][cH:7]1.[Fe:27].[NH4+:26].[OH2:28]>>[F:1][c:2]1[c:3](-[c:12]2[cH:13][c:14]([NH2:19])[c:15]([NH2:18])[cH:16][cH:17]2)[c:4]([C:8]([F:9])([F:10])[F:11])[cH:5][cH:6][cH:7]1. Reactants: CC(=O)O, N#CCCl, O, CC(C)(O)Cc1cccc(CC(=O)O)c1, O=S(=O)(O)O. The product is CC(C)(Cc1cccc(CC(=O)O)c1)NC(=O)CCl. As a reaction SMILES: [CH3:26][C:27](=[O:28])[OH:29].[Cl:21][CH2:22][C:23]#[N:24].[OH2:25].[OH:6][C:7]([CH2:8][c:9]1[cH:10][c:11]([CH2:15][C:16](=[O:17])[OH:18])[cH:12][cH:13][cH:14]1)([CH3:19])[CH3:20].[S:1](=[O:2])(=[O:3])([OH:4])[OH:5]>>[C:7]([CH2:8][c:9]1[cH:10][c:11]([CH2:15][C:16](=[O:17])[OH:18])[cH:12][cH:13][cH:14]1)([CH3:19])([CH3:20])[NH:24][C:23]([CH2:22][Cl:21])=[O:25]. Reactants: C(C)(C)(C)OC(=O)NC1CN(CC1)S(=O)(=O)C=1C=2C(=CN=C(C2C=CC1)N)Cl ((R/S)-3-(tert-Butoxycarbonyl)amino-1-(1-amino-4-chloro-5-isoquinolinesulfonyl)-pyrrolidine), Cl.CO (hydrogen chloride methanol). Conditions: time 20 hour. Product: NC1CN(CC1)S(=O)(=O)C=1C=2C(=CN=C(C2C=CC1)N)Cl ((R/S)-3-Amino-1-(1-amino-4-chloro-5-isoquinolinesulfonyl)pyrrolidine), Cl (hydrochloride). Reaction SMILES: C(OC([NH:8][CH:9]1[CH2:13][CH2:12][N:11]([S:14]([C:17]2[C:18]3[C:19]([Cl:28])=[CH:20][N:21]=[C:22]([NH2:27])[C:23]=3[CH:24]=[CH:25][CH:26]=2)(=[O:16])=[O:15])[CH2:10]1)=O)(C)(C)C.[ClH:29].CO>>[NH2:8][CH:9]1[CH2:13][CH2:12][N:11]([S:14]([C:17]2[C:18]3[C:19]([Cl:28])=[CH:20][N:21]=[C:22]([NH2:27])[C:23]=3[CH:24]=[CH:25][CH:26]=2)(=[O:15])=[O:16])[CH2:10]1.[ClH:29] |f:1.2|. Reported procedure: Intermediate 28 (30 mg) obtained in Step A mentioned above is added with 10% hydrogen chloride/methanol (4 ml), and the mixture is stirred at room temperature for 20 hours. The solvent is evaporated under reduced pressure to obtain the title compound as hydrochloride (25 mg (predictive yield)). The reactants are CC(C)(C)OC(=O)NCC(=O)N1CCCC1C(=O)OCc1ccccc1, CCOCC, Cl, C1COCCO1. Yields the product NCC(=O)N1CCCC1C(=O)OCc1ccccc1, Cl. As a reaction SMILES: [CH2:1]([c:2]1[cH:3][cH:4][cH:5][cH:6][cH:7]1)[O:8][C:9]([CH:10]1[N:11]([C:15]([CH2:16][NH:17][C:18]([O:19][C:20]([CH3:21])([CH3:22])[CH3:23])=[O:24])=[O:25])[CH2:12][CH2:13][CH2:14]1)=[O:26].[CH3:34][CH2:35][O:36][CH2:37][CH3:38].[ClH:27].[O:28]1[CH2:29][CH2:30][O:31][CH2:32][CH2:33]1>>[CH2:1]([c:2]1[cH:3][cH:4][cH:5][cH:6][cH:7]1)[O:8][C:9]([CH:10]1[N:11]([C:15]([CH2:16][NH2:17])=[O:25])[CH2:12][CH2:13][CH2:14]1)=[O:26].[ClH:27].